From a dataset of the Open Reaction Database (ORD), a public repository of structured organic reaction records. describe an organic reaction: reactants, conditions, products, and yield The product is Nc1ccc(Cc2ccncc2)cc1. RXN SMILES: [CH3:17][OH:18].[N+:1]([O-:2])(=[O:3])[c:4]1[cH:5][cH:6][c:7]([CH2:8][c:9]2[cH:10][cH:11][n:12][cH:13][cH:14]2)[cH:15][cH:16]1.[Pd:19]>>[NH2:1][c:4]1[cH:5][cH:6][c:7]([CH2:8][c:9]2[cH:10][cH:11][n:12][cH:13][cH:14]2)[cH:15][cH:16]1. Reactants: CO, O=[N+]([O-])c1ccc(Cc2ccncc2)cc1, [Pd]. Reactants: O=C([O-])[O-], CN(C)C=O, ClCc1ccc(Cl)c(Cl)c1, O=C(NCC1CNCCO1)C(F)(F)F, [I-], [K+], [K+], [Na+]. The product is O=C(NCC1CN(Cc2ccc(Cl)c(Cl)c2)CCO1)C(F)(F)F. RXN SMILES: [C:15](=[O:16])([O-:17])[O-:18].[CH3:33][N:34]([CH3:35])[CH:36]=[O:37].[Cl:23][c:24]1[cH:25][c:26]([CH2:27][Cl:28])[cH:29][cH:30][c:31]1[Cl:32].[F:1][C:2]([C:3](=[O:4])[NH:5][CH2:6][CH:7]1[O:8][CH2:9][CH2:10][NH:11][CH2:12]1)([F:13])[F:14].[I-:22].[K+:19].[K+:20].[Na+:21]>>[F:1][C:2]([C:3](=[O:4])[NH:5][CH2:6][CH:7]1[O:8][CH2:9][CH2:10][N:11]([CH2:27][c:26]2[cH:25][c:24]([Cl:23])[c:31]([Cl:32])[cH:30][cH:29]2)[CH2:12]1)([F:13])[F:14].